Task: describe an organic reaction: reactants, conditions, products, and yield. Dataset: the Open Reaction Database (ORD), a public repository of structured organic reaction records The reactants are COCC(C#C)(O)C ((±)-1-methoxy-2-methyl-3-butyn-2-ol), NC=1N(C2=NC(=CC=C2C(C1C(=O)NC)=O)Cl)CC1=NC=CC=C1 (2-amino-7-chloro-N-methyl-4-oxo-1-(pyridin-2-ylmethyl)-1,4-dihydro-1,8-naphthyridine-3-carboxamide). The reagents and catalysts are [Cu]I (CuI), C1=CC=C(C=C1)P(C2=CC=CC=C2)C3=CC=CC=C3.C1=CC=C(C=C1)P(C2=CC=CC=C2)C3=CC=CC=C3.Cl[Pd]Cl (bis(triphenylphosphine)palladium(II)dichloride). The solvent is CN(C=O)C (dimethylformamide), C(C)N(CC)CC (triethylamine). Yields the product Cl.NC=1N(C2=NC(=CC=C2C(C1C(=O)NC)=O)C#CC(COC)(C)O)CC1=NC=CC=C1 ((±)-2-Amino-7-(3-hydroxy-4-methoxy-3-methylbut-1-yn-1-yl)-N-methyl-4-oxo-1-(pyridin-2-ylmethyl)-1,4-dihydro-1,8-naphthyridine-3-carboxamide hydrochloride). Reaction SMILES: [NH2:1][C:2]1[N:3]([CH2:18][C:19]2[CH:24]=[CH:23][CH:22]=[CH:21][N:20]=2)[C:4]2[C:9]([C:10](=[O:16])[C:11]=1[C:12]([NH:14][CH3:15])=[O:13])=[CH:8][CH:7]=[C:6]([Cl:17])[N:5]=2.[CH3:25][O:26][CH2:27][C:28]([CH3:32])([OH:31])[C:29]#[CH:30]>CN(C)C=O.C(N(CC)CC)C.[Cu]I.C1C=CC(P(C2C=CC=CC=2)C2C=CC=CC=2)=CC=1.C1C=CC(P(C2C=CC=CC=2)C2C=CC=CC=2)=CC=1.Cl[Pd]Cl>[ClH:17].[NH2:1][C:2]1[N:3]([CH2:18][C:19]2[CH:24]=[CH:23][CH:22]=[CH:21][N:20]=2)[C:4]2[C:9]([C:10](=[O:16])[C:11]=1[C:12]([NH:14][CH3:15])=[O:13])=[CH:8][CH:7]=[C:6]([C:30]#[C:29][C:28]([OH:31])([CH3:32])[CH2:27][O:26][CH3:25])[N:5]=2 |f:5.6.7,8.9|. Reported procedure: A suspension of 1 g of 2-amino-7-chloro-N-methyl-4-oxo-1-(pyridin-2-ylmethyl)-1,4-dihydro-1,8-naphthyridine-3-carboxamide (2.91 mmol) in a mixture of 20 ml of dimethylformamide and 5.7 ml of triethylamine is placed in an 80 ml microwave tube. This suspension is sparged with argon and then 0.498 g of (±)-1-methoxy-2-methyl-3-butyn-2-ol (4.36 mmol), 0.055 g of CuI (0.29 mmol) and 0.102 g of bis(triphenylphosphine)palladium(II)dichloride (0.15 mmol) are successively added. Product: C(C1=CC=CC=C1)OC(N[C@H](CS(NC1CCN(CC1)C(C)C)(=O)=O)COCC1=CC=CC=C1)=O ([(S)-1-Benzyloxymethyl-2-(1-isopropyl-piperidin-4-ylsulfamoyl)-ethyl]-carbamic acid benzyl ester). Starting materials: C(C)(C)N1CCC(CC1)N (1-isopropyl-piperidin-4-ylamine), C(C1=CC=CC=C1)OC(N[C@H](CS(=O)(=O)Cl)COCC1=CC=CC=C1)=O (((S)-1-benzyloxymethyl-2-chlorosulfonyl-ethyl)-carbamic acid benzyl ester). Reaction SMILES: [CH:1]([N:4]1[CH2:9][CH2:8][CH:7]([NH2:10])[CH2:6][CH2:5]1)([CH3:3])[CH3:2].[CH2:11]([O:18][C:19](=[O:36])[NH:20][C@@H:21]([CH2:27][O:28][CH2:29][C:30]1[CH:35]=[CH:34][CH:33]=[CH:32][CH:31]=1)[CH2:22][S:23](Cl)(=[O:25])=[O:24])[C:12]1[CH:17]=[CH:16][CH:15]=[CH:14][CH:13]=1>>[CH2:11]([O:18][C:19](=[O:36])[NH:20][C@@H:21]([CH2:27][O:28][CH2:29][C:30]1[CH:31]=[CH:32][CH:33]=[CH:34][CH:35]=1)[CH2:22][S:23](=[O:25])(=[O:24])[NH:10][CH:7]1[CH2:8][CH2:9][N:4]([CH:1]([CH3:3])[CH3:2])[CH2:5][CH2:6]1)[C:12]1[CH:13]=[CH:14][CH:15]=[CH:16][CH:17]=1. Procedure details: [(S)-1-Benzyloxymethyl-2-(1-isopropyl-piperidin-4-ylsulfamoyl)-ethyl]-carbamic acid benzyl ester was prepared by an analogous procedure as described for example 26 vi) starting from 142 mg (1.0 equiv.) 1-isopropyl-piperidin-4-ylamine and 398 mg (1.0 mmol) ((S)-1-benzyloxymethyl-2-chlorosulfonyl-ethyl)-carbamic acid benzyl ester. The product was obtained in crude form as a light yellow foam. Yield: 217 mg MS (ES+): m/e=504. The reactants are NC1=NC=CC(=C1)Cl (2-amino-4-chloropyridine), CC=1C=C(C=CC1[N+](=O)[O-])O (3-methyl-4-nitrophenol), C(C)(C)N(CC)C(C)C (diisopropylethylamine). Solvent: CN1C(CCC1)=O (N-methylpyrrolidone). Run at temperature 150 celsius. Product: CC=1C=C(OC2=CC(=NC=C2)N)C=CC1[N+](=O)[O-] (4-(3-Methyl-4-nitrophenoxy)pyridin-2-ylamine). Isolated yield 34.5%. Reaction SMILES: [NH2:1][C:2]1[CH:7]=[C:6](Cl)[CH:5]=[CH:4][N:3]=1.[CH3:9][C:10]1[CH:11]=[C:12]([OH:19])[CH:13]=[CH:14][C:15]=1[N+:16]([O-:18])=[O:17].C(N(C(C)C)CC)(C)C>CN1CCCC1=O>[CH3:9][C:10]1[CH:11]=[C:12]([CH:13]=[CH:14][C:15]=1[N+:16]([O-:18])=[O:17])[O:19][C:6]1[CH:5]=[CH:4][N:3]=[C:2]([NH2:1])[CH:7]=1. Reported procedure: To a solution of 2-amino-4-chloropyridine (2.50 g, 19.4 mmol) in N-methylpyrrolidone (20 ml) were added 3-methyl-4-nitrophenol (5.94 g, 38,8 mmol) and diisopropylethylamine (13.5 ml, 77.5 mmol), followed by stirring at 150° C. under a nitrogen atmosphere. The reaction mixture was cooled down to room temperature, and diisopropylethylamine in the mixture was evaporated under a reduced pressure. The resultant residue was partitioned between ethyl acetate (150 ml) and a 1 N aqueous solution of sodiu... Reactants: CCCCOC(=O)c1ccccc1C(=O)OCCCC, CP1(=O)C=CCC1, C[PH](C)=O. The product is CP(C)(=O)C1CCCP1(C)=O. RXN SMILES: [CH3:12][CH2:13][CH2:14][CH2:15][O:16][C:17]([c:18]1[c:19]([C:20]([O:21][CH2:22][CH2:23][CH2:24][CH3:25])=[O:26])[cH:27][cH:28][cH:29][cH:30]1)=[O:31].[CH3:1][P:2]1(=[O:7])[CH:3]=[CH:4][CH2:5][CH2:6]1.[CH3:8][PH:9]([CH3:10])=[O:11]>>[CH3:1][P:2]1(=[O:7])[CH:3]([P:9]([CH3:8])([CH3:10])=[O:11])[CH2:4][CH2:5][CH2:6]1. Reactants: [Br-], C1CCOC1, O=C(c1ccc(F)cc1)C1CC1, Fc1ccc([Mg+])cc1. Yields the product OC(c1ccc(F)cc1)(c1ccc(F)cc1)C1CC1. Reaction SMILES: [Br-:13].[CH2:22]1[O:23][CH2:24][CH2:25][CH2:26]1.[CH:1]1([C:4](=[O:5])[c:6]2[cH:7][cH:8][c:9]([F:12])[cH:10][cH:11]2)[CH2:2][CH2:3]1.[F:14][c:15]1[cH:16][cH:17][c:18]([Mg+:21])[cH:19][cH:20]1>>[CH:1]1([C:4]([OH:5])([c:6]2[cH:7][cH:8][c:9]([F:12])[cH:10][cH:11]2)[c:18]2[cH:17][cH:16][c:15]([F:14])[cH:20][cH:19]2)[CH2:2][CH2:3]1. Starting materials: O=C([O-])[O-], COCCOC, O=Cc1ccccc1B(O)O, CN(C)c1cnn(C)c(=O)c1Cl, [Na+], [Na+], c1ccc(P(c2ccccc2)(c2ccccc2)[Pd](P(c2ccccc2)(c2ccccc2)c2ccccc2)(P(c2ccccc2)(c2ccccc2)c2ccccc2)P(c2ccccc2)(c2ccccc2)c2ccccc2)cc1. The product is CN(C)c1cnn(C)c(=O)c1-c1ccccc1C=O. RXN SMILES: [C:24](=[O:25])([O-:26])[O-:27].[CH2:30]([CH2:31][O:32][CH3:33])[O:34][CH3:35].[CH:13](=[O:14])[c:15]1[c:16]([B:21]([OH:22])[OH:23])[cH:17][cH:18][cH:19][cH:20]1.[Cl:1][c:2]1[c:3](=[O:12])[n:4]([CH3:11])[n:5][cH:6][c:7]1[N:8]([CH3:9])[CH3:10].[Na+:28].[Na+:29].[cH:36]1[cH:37][cH:38][c:39]([P:40]([Pd:41]([P:42]([c:43]2[cH:44][cH:45][cH:46][cH:47][cH:48]2)([c:49]2[cH:50][cH:51][cH:52][cH:53][cH:54]2)[c:55]2[cH:56][cH:57][cH:58][cH:59][cH:60]2)([P:61]([c:62]2[cH:63][cH:64][cH:65][cH:66][cH:67]2)([c:68]2[cH:69][cH:70][cH:71][cH:72][cH:73]2)[c:74]2[cH:75][cH:76][cH:77][cH:78][cH:79]2)[P:80]([c:81]2[cH:82][cH:83][cH:84][cH:85][cH:86]2)([c:87]2[cH:88][cH:89][cH:90][cH:91][cH:92]2)[c:93]2[cH:94][cH:95][cH:96][cH:97][cH:98]2)([c:99]2[cH:100][cH:101][cH:102][cH:103][cH:104]2)[c:105]2[cH:106][cH:107][cH:108][cH:109][cH:110]2)[cH:111][cH:112]1>>[c:2]1(-[c:16]2[c:15]([CH:13]=[O:14])[cH:20][cH:19][cH:18][cH:17]2)[c:3](=[O:12])[n:4]([CH3:11])[n:5][cH:6][c:7]1[N:8]([CH3:9])[CH3:10]. As a reaction SMILES: [N:1]1([C:7]2[N:12]=[C:11]([C:13]3[CH:18]=[CH:17][C:16]([F:19])=[CH:15][CH:14]=3)[C:10]3[CH2:20][CH2:21][CH2:22][C:9]=3[N:8]=2)[CH2:6][CH2:5][NH:4][CH2:3][CH2:2]1.[O:23]1[CH:27]=[CH:26][CH:25]=[C:24]1[C:28](O)=[O:29].Cl.CN(C)CCCN=C=NCC>C(Cl)(Cl)Cl>[O:23]1[CH:27]=[CH:26][CH:25]=[C:24]1[C:28]([N:4]1[CH2:3][CH2:2][N:1]([C:7]2[N:12]=[C:11]([C:13]3[CH:18]=[CH:17][C:16]([F:19])=[CH:15][CH:14]=3)[C:10]3[CH2:20][CH2:21][CH2:22][C:9]=3[N:8]=2)[CH2:6][CH2:5]1)=[O:29] |f:2.3|. Reaction conditions: time 2 hour. Product: O1C(=CC=C1)C(=O)N1CCN(CC1)C1=NC2=C(C(=N1)C1=CC=C(C=C1)F)CCC2 (2-[4-(2-furoyl)-1-piperazinyl]-4-(4-fluorophenyl)-6,7-dihydro-5H-cyclopentapyrimidine). The reactants are N1(CCNCC1)C1=NC2=C(C(=N1)C1=CC=C(C=C1)F)CCC2 (2-(1-piperazinyl)-4-(4-fluorophenyl)-6,7-dihydro-5H-cyclopentapyrimidine), O1C(=CC=C1)C(=O)O (2-furoic acid), Cl.CN(CCCN=C=NCC)C (1-(3-dimethylaminopropyl)-3-ethylcarbodiimide hydrochloride). The yield is 47.1%. Procedure details: A mixture of 2-(1-piperazinyl)-4-(4-fluorophenyl)-6,7-dihydro-5H-cyclopentapyrimidine (1.0 g), 2-furoic acid (0.38 g), 1-(3-dimethylaminopropyl)-3-ethylcarbodiimide hydrochloride (0.79 g) and chloroform (40 ml) is stirred at room temperature for 2 hours. The reaction mixture is washed with water, dried over anhydrous sodium sulfate, and the solvent is distilled off under reduced pressure. The residue is dissolved in toluene, and the solution is subjected to silica gel column chromatography. The ... The solvent is C(Cl)(Cl)Cl (chloroform). The reactants are C(C)(C)(C)OC(=O)N1CCC(CC1)OC1=CC=C(NCC2=CC=C3C=CC(=CC3=C2)C#N)C=C1 (7-[[4-[(1-t-Butoxycarbonyl-4-piperidyl)oxy]anilino]methyl]-2-naphthalenecarbonitrile), Example 2, ClC(=O)OCC (ethyl chloroformate), C([O-])([O-])=O.[K+].[K+] (potassium carbonate). The solvent is CN(C=O)C (dimethylformamide). Run at time 3.5 hour. The product is C(C)(C)(C)OC(=O)N1CCC(CC1)OC1=CC=C(C=C1)N(C(OCC)=O)CC1=CC2=CC(=CC=C2C=C1)C#N (ethyl N-[4-[(1-t-butoxycarbonyl-4-piperidyl)oxy]phenyl]-N-[(7-cyano-2-naphthyl)methyl]carbamate). As a reaction SMILES: [C:1]([O:5][C:6]([N:8]1[CH2:13][CH2:12][CH:11]([O:14][C:15]2[CH:34]=[CH:33][C:18]([NH:19][CH2:20][C:21]3[CH:30]=[C:29]4[C:24]([CH:25]=[CH:26][C:27]([C:31]#[N:32])=[CH:28]4)=[CH:23][CH:22]=3)=[CH:17][CH:16]=2)[CH2:10][CH2:9]1)=[O:7])([CH3:4])([CH3:3])[CH3:2].Cl[C:36]([O:38][CH2:39][CH3:40])=[O:37].C(=O)([O-])[O-].[K+].[K+]>CN(C)C=O>[C:1]([O:5][C:6]([N:8]1[CH2:13][CH2:12][CH:11]([O:14][C:15]2[CH:16]=[CH:17][C:18]([N:19]([CH2:20][C:21]3[CH:22]=[CH:23][C:24]4[C:29](=[CH:28][C:27]([C:31]#[N:32])=[CH:26][CH:25]=4)[CH:30]=3)[C:36](=[O:37])[O:38][CH2:39][CH3:40])=[CH:33][CH:34]=2)[CH2:10][CH2:9]1)=[O:7])([CH3:4])([CH3:2])[CH3:3] |f:2.3.4|. Reported procedure: 7-[[4-[(1-t-Butoxycarbonyl-4-piperidyl)oxy]anilino]methyl]-2-naphthalenecarbonitrile obtained in Reference Example 2 (150 mg) was dissolved in 2 ml of dimethylformamide, 178 mg of ethyl chloroformate and 271 mg of potassium carbonate were added to the solution, and the mixture was stirred at room temperature for 3.5 hours. The reaction solution was evaporated, and the resulting residue was purified by silica gel column chromatography using ethyl acetate:hexane (2:8) as the eluent to give 169 mg ...